Dataset: the Open Reaction Database (ORD), a public repository of structured organic reaction records. Task: describe an organic reaction: reactants, conditions, products, and yield The reactants are ClC=1C(=CN(C(C1C)=O)C)C(=O)O (4-chloro-1,5-dimethyl-6-oxo-1,6-dihydropyridine-3-carboxylic acid), BrC1=CC(=C(N)C=C1)F (4-bromo-2-fluoroaniline). The product is BrC1=CC(=C(C=C1)NC=1C(=CN(C(C1C)=O)C)C(=O)O)F (4-(4-Bromo-2-fluorophenylamino)-1,5-dimethyl-6-oxo-1,6-dihydropyridine-3-carboxylic acid). Reaction SMILES: Cl[C:2]1[C:3]([C:11]([OH:13])=[O:12])=[CH:4][N:5]([CH3:10])[C:6](=[O:9])[C:7]=1[CH3:8].[Br:14][C:15]1[CH:21]=[CH:20][C:18]([NH2:19])=[C:17]([F:22])[CH:16]=1>>[Br:14][C:15]1[CH:21]=[CH:20][C:18]([NH:19][C:2]2[C:3]([C:11]([OH:13])=[O:12])=[CH:4][N:5]([CH3:10])[C:6](=[O:9])[C:7]=2[CH3:8])=[C:17]([F:22])[CH:16]=1. Procedure: The title compound is prepared from 4-chloro-1,5-dimethyl-6-oxo-1,6-dihydropyridine-3-carboxylic acid by the procedure described in step e for Example 5, using 4-bromo-2-fluoroaniline instead of 2-fluoro-4-iodoaniline. The title compound is used for the next reaction without further purification. As a reaction SMILES: [Li]C.[Br:3][C:4]1[CH:5]=[C:6]2[C:14](=[CH:15][CH:16]=1)[NH:13][C:12]1C=[CH:10][C:9]([C:17]#[N:18])=[CH:8][C:7]2=1.C1[C:31]2[NH:30][C:29]3[C:24](=[CH:25][CH:26]=[CH:27][CH:28]=3)[C:23]=2[CH:22]=[C:21]([C:32]#[N:33])[CH:20]=1.[CH2:34]([O:38][C:39]1[CH:44]=[CH:43][CH:42]=[CH:41][CH:40]=1)[CH:35]1[O:37][CH2:36]1>C1COCC1>[Br:3][C:4]1[CH:5]=[C:6]2[C:14](=[CH:15][CH:16]=1)[N:13]([CH2:36][CH:35]([OH:37])[CH2:34][O:38][C:39]1[CH:44]=[CH:43][CH:42]=[CH:41][CH:40]=1)[C:12]1[N:18]=[CH:17][C:9]([C:10]#[N:30])=[CH:8][C:7]2=1.[OH:37][CH:35]([CH2:34][O:38][C:39]1[CH:44]=[CH:43][CH:42]=[CH:41][CH:40]=1)[CH2:36][N:30]1[C:29]2[C:24](=[CH:25][CH:26]=[CH:27][CH:28]=2)[C:23]2[CH:22]=[C:21]([C:20]#[N:13])[CH:32]=[N:33][C:31]1=2. The solvent is C1CCOC1 (THF). The reactants are [Li]C (MeLi), BrC=1C=C2C=3C=C(C=CC3NC2=CC1)C#N (6-bromo-9H-carbazole-3-carbonitrile), C1=CC(=CC=2C3=CC=CC=C3NC12)C#N (9H-carbazole-3-carbonitrile), C(C1CO1)OC1=CC=CC=C1 (Phenyl glycidyl ether). The product is title products, BrC=1C=C2C3=C(N(C2=CC1)CC(COC1=CC=CC=C1)O)N=CC(=C3)C#N (6-bromo-9-(2-hydroxy-3-phenoxypropyl)-9H-pyrido[2,3-b]indole-3-carbonitrile), OC(CN1C2=C(C3=CC=CC=C13)C=C(C=N2)C#N)COC2=CC=CC=C2 (9-(2-hydroxy-3-phenoxypropyl)-9H-pyrido[2,3-b]indole-3-carbonitrile). Reported procedure: MeLi (1.6 M in Et2O, 108 μl, 0.17 mmol) was added to a solution of the mixture of 6-bromo-9H-carbazole-3-carbonitrile and 9H-carbazole-3-carbonitrile (24.1 mg) in THF (1.0 mL) at −78° C. and stirred for 40 min. Phenyl glycidyl ether (24.1 mg, 0.16 mmol) was added at −78° C. and the reaction was stirred at 45° C. overnight. Upon completion, the solution was quenched with H2O. Ethyl acetate was added and the mixture was washed with H2O, and saturated aqueous NaCl. The organic layer was dried over ... Reaction conditions: time 40 minute. Yields the product CC(C=C1C(NC(S1)=S)=O)=CC1=CC=C(C=C1)Cl (5-(α-methyl-4-chlorocinnamylidene)-4-oxo-2-thioxothiazolidine). Reactants: S1C(=S)NC(=O)C1 (rhodanine), ClC1=CC=C(C=CC(C)=O)C=C1 (4-chlorobenzalacetone), N (ammonia), C(C)O (ethanol). Reaction SMILES: [S:1]1[CH2:7][C:5](=[O:6])[NH:4][C:2]1=[S:3].[Cl:8][C:9]1[CH:19]=[CH:18][C:12]([CH:13]=[CH:14][C:15](=O)C)=[CH:11][CH:10]=1.N.[CH2:21](O)C>>[CH3:21][C:14](=[CH:13][C:12]1[CH:11]=[CH:10][C:9]([Cl:8])=[CH:19][CH:18]=1)[CH:15]=[C:7]1[S:1][C:2](=[S:3])[NH:4][C:5]1=[O:6]. Procedure details: A mixture of 1.33 g (0.01 mol) of rhodanine, 1.80 g (0.01 mol) of 4-chlorobenzalacetone, 20 ml of ethanol and 2 ml of aqueous ammonia was heated under reflux for 4 hours. After cooling, the precipitated crystals were recovered by filtration and washed with methanol to give 0.52 g of the desired 5-(α-methyl-4-chlorocinnamylidene)-4-oxo-2-thioxothiazolidine. The reactants are C=C(CC(=O)OC)C(=O)OC, CO, CO, [H][H], C1CCOC1, [Rh]. The product is COC(=O)CC(C)C(=O)OC. As a reaction SMILES: [C:1]([C:2](=[CH2:3])[CH2:4][C:5](=[O:6])[O:7][CH3:8])(=[O:9])[O:10][CH3:11].[CH3:12][OH:13].[CH3:21][OH:22].[H:14][H:15].[O:16]1[CH2:17][CH2:18][CH2:19][CH2:20]1.[Rh:23]>>[C:1]([CH:2]([CH3:3])[CH2:4][C:5](=[O:6])[O:7][CH3:8])(=[O:9])[O:10][CH3:11]. Reactants: C1(=CC=C(C=C1)C=1N=C(SC1)C)C1=CC=CC=C1 (4-(Biphenyl-4-yl)-2-methyl-thiazole), C1(=CC=C(C=C1)S(=O)(=O)OCC)C (ethyl p-toluenesulfonate). The product is C1(=CC=C(C=C1)C=1[N+](=C(SC1)C)CC)C1=CC=CC=C1.CC=1C=CC(=CC1)S(=O)(=O)O (4-(biphenyl-4-yl)-3-ethyl-2-methylthiazolium p-toluenesulfonate). As a reaction SMILES: [C:1]1([C:13]2[CH:18]=[CH:17][CH:16]=[CH:15][CH:14]=2)[CH:6]=[CH:5][C:4]([C:7]2[N:8]=[C:9]([CH3:12])[S:10][CH:11]=2)=[CH:3][CH:2]=1.[C:19]1([CH3:31])[CH:24]=[CH:23][C:22]([S:25]([O:28]CC)(=[O:27])=[O:26])=[CH:21][CH:20]=1>>[C:1]1([C:13]2[CH:14]=[CH:15][CH:16]=[CH:17][CH:18]=2)[CH:6]=[CH:5][C:4]([C:7]2[N+:8]([CH2:19][CH3:20])=[C:9]([CH3:12])[S:10][CH:11]=2)=[CH:3][CH:2]=1.[CH3:31][C:19]1[CH:24]=[CH:23][C:22]([S:25]([OH:28])(=[O:27])=[O:26])=[CH:21][CH:20]=1 |f:2.3|. Procedure: 4-(Biphenyl-4-yl)-2-methyl-thiazole (9.8 pbw) and ethyl p-toluenesulfonate (8.6 pbw) are stirred for 3 hours at 180° C. The hot mixture is poured onto acetone and further processed as described in Preparation Example 5(a). Procedure: The mixture of methyl (3E)-3-(2,2-dimethyl-1,3-dioxolan-4-ylidene)-2-oxopropanoate (20 g, 0.1 mol) and 2-hydrazino-3-chloropyridine (21.4 g, 0.15 mol) in 150 ml of isopropanol was stirred for 8 hours at RT. The precipitate was filtered off and washed with hexane. This gave 27.6 g (85%) of the product as a pale yellow solid with a m.p. of 113-115° C. Solvent: C(C)(C)O (isopropanol). Reaction SMILES: CC1(C)O/[C:5](=[CH:7]/[C:8](=[O:13])[C:9]([O:11][CH3:12])=[O:10])/[CH2:4][O:3]1.[NH:15]([C:17]1[C:22]([Cl:23])=[CH:21][CH:20]=[CH:19][N:18]=1)[NH2:16]>C(O)(C)C>[Cl:23][C:22]1[C:17]([N:15]2[C:8]([OH:13])([C:9]([O:11][CH3:12])=[O:10])[CH2:7][C:5]([CH2:4][OH:3])=[N:16]2)=[N:18][CH:19]=[CH:20][CH:21]=1. Conditions: time 8 hour. The reactants are CC1(OC/C(/O1)=C\C(C(=O)OC)=O)C (methyl (3E)-3-(2,2-dimethyl-1,3-dioxolan-4-ylidene)-2-oxopropanoate), N(N)C1=NC=CC=C1Cl (2-hydrazino-3-chloropyridine). Product: ClC=1C(=NC=CC1)N1N=C(CC1(C(=O)OC)O)CO (Methyl 1-(3-chloropyridin-2-yl)-5-hydroxy-3-(hydroxymethyl)-4,5-dihydro-1H-pyrazole-5-carboxylate).